This data is from the Open Reaction Database (ORD), a public repository of structured organic reaction records. The task is: describe an organic reaction: reactants, conditions, products, and yield Reactants: O=C(O)C=CC(=O)O, C1CCC2=NCCCN2CC1, COCCOC, NCCNc1ccc(Cl)cc1, CS(=O)c1nc(N)nc(-c2ccco2)c1C#N. The product is N#Cc1c(NCCNc2ccc(Cl)cc2)nc(N)nc1-c1ccco1. RXN SMILES: [C:18]([OH:19])(=[O:20])[CH:21]=[CH:22][C:23]([OH:24])=[O:25].[CH2:37]1[CH2:38][CH2:39][C:40]2=[N:45][CH2:44][CH2:43][CH2:42][N:41]2[CH2:46][CH2:47]1.[CH3:48][O:49][CH2:50][CH2:51][O:52][CH3:53].[Cl:26][c:27]1[cH:28][cH:29][c:30]([NH:33][CH2:34][CH2:35][NH2:36])[cH:31][cH:32]1.[NH2:1][c:2]1[n:3][c:4]([S:15]([CH3:16])=[O:17])[c:5]([C:13]#[N:14])[c:6](-[c:8]2[o:9][cH:10][cH:11][cH:12]2)[n:7]1>>[NH2:1][c:2]1[n:3][c:4]([NH:36][CH2:35][CH2:34][NH:33][c:30]2[cH:29][cH:28][c:27]([Cl:26])[cH:32][cH:31]2)[c:5]([C:13]#[N:14])[c:6](-[c:8]2[o:9][cH:10][cH:11][cH:12]2)[n:7]1. Procedure details: 2-Amino-5-chloro-benzamide (2.5 mmoL), a literature known compound, was treated with TEA (3.0 mmoL) followed by methylacryl chloride (2.5 mmoL) in DCM at 0° C. The reaction was slowly warmed to room temperature and kept for another 2 h. The reaction mixture was then partitioned between DCM and water. The organic layer was washed with sat. Na2CO3, brine, dried over anhydrous Na2SO4, filtered, concentrated and purified by silica gel column chromatography to afford the title compound as a white sol... Yields the product ClC=1C=CC(=C(C(=O)N)C1)NC(C(=C)C)=O (5-Chloro-2-(2-methyl-acryloylamino)-benzamide). Conditions: time 2 hour. RXN SMILES: [NH2:1][C:2]1[CH:10]=[CH:9][C:8]([Cl:11])=[CH:7][C:3]=1[C:4]([NH2:6])=[O:5].C[CH:13]=[CH:14][C:15](Cl)=[O:16].[CH2:18](Cl)Cl>>[Cl:11][C:8]1[CH:9]=[CH:10][C:2]([NH:1][C:15](=[O:16])[C:14]([CH3:18])=[CH2:13])=[C:3]([CH:7]=1)[C:4]([NH2:6])=[O:5]. Starting materials: NC1=C(C(=O)N)C=C(C=C1)Cl (2-Amino-5-chloro-benzamide), CC=CC(=O)Cl (methylacryl chloride), C(Cl)Cl (DCM). The reactants are ClC1=NC=2N(C=C1)N=CC2C=O (5-chloropyrazolo[1,5-a]pyrimidine-3-carbaldehyde), CN1CCN(CC1)C1=CC=C(N)C=C1 (4-(4-methylpiperazin-1-yl)aniline). Solvent: O1CCOCC1 (dioxane). Reaction conditions: temperature 120 celsius. Product: CN1CCN(CC1)C1=CC=C(C=C1)NC1=NC=2N(C=C1)N=CC2C=O (5-(4-(4-methylpiperazin-1-yl)phenylamino)pyrazolo[1,5-a]pyrimidine-3-carbaldehyde). As a reaction SMILES: Cl[C:2]1[CH:7]=[CH:6][N:5]2[N:8]=[CH:9][C:10]([CH:11]=[O:12])=[C:4]2[N:3]=1.[CH3:13][N:14]1[CH2:19][CH2:18][N:17]([C:20]2[CH:26]=[CH:25][C:23]([NH2:24])=[CH:22][CH:21]=2)[CH2:16][CH2:15]1>O1CCOCC1>[CH3:13][N:14]1[CH2:15][CH2:16][N:17]([C:20]2[CH:26]=[CH:25][C:23]([NH:24][C:2]3[CH:7]=[CH:6][N:5]4[N:8]=[CH:9][C:10]([CH:11]=[O:12])=[C:4]4[N:3]=3)=[CH:22][CH:21]=2)[CH2:18][CH2:19]1. Reported procedure: To 5-chloropyrazolo[1,5-a]pyrimidine-3-carbaldehyde (50 mg, 0.276 mmol) in dioxane was added 4-(4-methylpiperazin-1-yl)aniline (264 mg, 1.381 mmol). The mixture was heated in microwave for 20 minutes at 120° C. The solid formed was isolated by filtration to yield 5-(4-(4-methylpiperazin-1-yl)phenylamino)pyrazolo[1,5-a]pyrimidine-3-carbaldehyde. The residue was used in the next step without further purification. LCMS (M+1=337). Reactants: O=C1CCC(=O)N1Br, Cc1ccc(CCCCO[Si](C)(C)C(C)(C)C)cc1, O=C(OOC(=O)c1ccccc1)c1ccccc1, ClC(Cl)(Cl)Cl. Product: CC(C)(C)[Si](C)(C)OCCCCc1ccc(CBr)cc1. RXN SMILES: [Br:20][N:21]1[C:22](=[O:23])[CH2:24][CH2:25][C:26]1=[O:27].[C:1]([CH3:2])([CH3:3])([CH3:4])[Si:5]([CH3:6])([CH3:7])[O:8][CH2:9][CH2:10][CH2:11][CH2:12][c:13]1[cH:14][cH:15][c:16]([CH3:19])[cH:17][cH:18]1.[C:28]([O:29][O:30][C:31](=[O:32])[c:33]1[cH:34][cH:35][cH:36][cH:37][cH:38]1)(=[O:39])[c:40]1[cH:41][cH:42][cH:43][cH:44][cH:45]1.[C:46]([Cl:47])([Cl:48])([Cl:49])[Cl:50]>>[C:1]([CH3:2])([CH3:3])([CH3:4])[Si:5]([CH3:6])([CH3:7])[O:8][CH2:9][CH2:10][CH2:11][CH2:12][c:13]1[cH:14][cH:15][c:16]([CH2:19][Br:20])[cH:17][cH:18]1. Reactants: COC(=O)C=1SC(=CC1)C1=CC=C(C=C1)F (2-methoxycarbonyl-5-(4-fluorophenyl)thiophene), [OH-].[Na+] (sodium hydroxide), Cl (hydrochloric acid). The solvent is CO (methanol), O1CCCC1 (tetrahydrofuran). Conditions: temperature 60 celsius, time 3 hour. Product: FC1=CC=C(C=C1)C1=CC=C(S1)C(=O)O (5-(4-fluorophenyl)thiophene-2-carboxylic acid). Yield: 98.0%. Reaction SMILES: C[O:2][C:3]([C:5]1[S:6][C:7]([C:10]2[CH:15]=[CH:14][C:13]([F:16])=[CH:12][CH:11]=2)=[CH:8][CH:9]=1)=[O:4].[OH-].[Na+].Cl>CO.O1CCCC1>[F:16][C:13]1[CH:12]=[CH:11][C:10]([C:7]2[S:6][C:5]([C:3]([OH:4])=[O:2])=[CH:9][CH:8]=2)=[CH:15][CH:14]=1 |f:1.2|. Reported procedure: To a solution of 2-methoxycarbonyl-5-(4-fluorophenyl)thiophene (1.15 g) in methanol (10 ml) and tetrahydrofuran (10 ml) was added an aqueous solution of sodium hydroxide (1N, 7.3 ml) followed by stirring at 60° C. for 3 hours. To the mixture was added hydrochloric acid (1N, 8 ml). The resulting precipitate was collected by filtration and dried to give 5-(4-fluorophenyl)thiophene-2-carboxylic acid (1.06 g, 98.1%). Reactants: CC1(OB(OC1(C)C)C=1CCN(CC1)C(=O)OC(C)(C)C)C (tert-Butyl 4-(4,4,5,5-tetramethyl-1,3,2-dioxaborolan-2-yl)-3,6-dihydropyridine-1(2H)-carboxylate), BrC=1C=NC=CC1 (3-bromopyridine), C(=O)([O-])[O-].[K+].[K+] (K2CO3). Run in CN(C)C=O (DMF). Conditions: temperature 80 celsius, time 8 hour. Product: N1=CC(=CC=C1)C=1CCN(CC1)C(=O)OC(C)(C)C (tert-butyl 3′,6′-dihydro-3,4′-bipyridine-1′(2′H)-carboxylate). Isolated yield 73.9%. As a reaction SMILES: CC1(C)C(C)(C)OB([C:9]2[CH2:10][CH2:11][N:12]([C:15]([O:17][C:18]([CH3:21])([CH3:20])[CH3:19])=[O:16])[CH2:13][CH:14]=2)O1.Br[C:24]1[CH:25]=[N:26][CH:27]=[CH:28][CH:29]=1.C([O-])([O-])=O.[K+].[K+]>CN(C=O)C>[N:26]1[CH:27]=[CH:28][CH:29]=[C:24]([C:9]2[CH2:10][CH2:11][N:12]([C:15]([O:17][C:18]([CH3:19])([CH3:20])[CH3:21])=[O:16])[CH2:13][CH:14]=2)[CH:25]=1 |f:2.3.4|. Procedure: tert-Butyl 4-(4,4,5,5-tetramethyl-1,3,2-dioxaborolan-2-yl)-3,6-dihydropyridine-1(2H)-carboxylate (400 mg) and 3-bromopyridine (226 mg) were dissolved in DMF (4 ml), and K2CO3 (536 mg) and a 1,1′-bis(diphenylphosphino)ferrocene-palladium(II) dichloride-dichloromethane complex were added, followed by stirring at 80° C. overnight. The reaction mixture was concentrated under reduced pressure, and then a saturated aqueous sodium hydrogen carbonate solution was added thereto, followed by extraction wi...